From a dataset of the Open Reaction Database (ORD), a public repository of structured organic reaction records. describe an organic reaction: reactants, conditions, products, and yield Starting materials: CS(=O)(=O)Cl, ClCCl, CC(C)(CO)NC(=O)OC(C)(C)C. Product: CC(C)(COS(C)(=O)=O)NC(=O)OC(C)(C)C. RXN SMILES: [CH3:14][S:15]([Cl:16])(=[O:17])=[O:18].[Cl:19][CH2:20][Cl:21].[OH:1][CH2:2][C:3]([CH3:4])([CH3:5])[NH:6][C:7]([O:8][C:9]([CH3:10])([CH3:11])[CH3:12])=[O:13]>>[O:1]([CH2:2][C:3]([CH3:4])([CH3:5])[NH:6][C:7]([O:8][C:9]([CH3:10])([CH3:11])[CH3:12])=[O:13])[S:15]([CH3:14])(=[O:17])=[O:18]. Starting materials: O=C1C(C(N(C2=C(N1CCC(C)C)C=CC=C2)C2=C(C=CC=C2)F)=O)=NNC2=CC=CC=C2 (2,4-Dioxo-5-(2-fluorophenyl)-1-(3-methylbut-1-yl)-3-phenylhydrazono-2,3,4,5-tetrahydro-1H-1,5-benzodiazepine). The reagents and catalysts are [Zn] (zinc). The solvent is C(C)(=O)O (acetic acid), O (water), C(C)(=O)O (acetic acid). Run at time 3 hour. Yields the product NC1C(N(C2=C(N(C1=O)CCC(C)C)C=CC=C2)C2=C(C=CC=C2)F)=O (3-Amino2,4-dioxo-5-(2-fluorophenyl)-1-(3-methylbut-1yl)-2,3,4,5-tetrahydro-1H1,5-benzodiazepine). Yield: 60.4%. RXN SMILES: [O:1]=[C:2]1[N:8]([CH2:9][CH2:10][CH:11]([CH3:13])[CH3:12])[C:7]2[CH:14]=[CH:15][CH:16]=[CH:17][C:6]=2[N:5]([C:18]2[CH:23]=[CH:22][CH:21]=[CH:20][C:19]=2[F:24])[C:4](=[O:25])[C:3]1=[N:26]NC1C=CC=CC=1>C(O)(=O)C.O.[Zn]>[NH2:26][CH:3]1[C:2](=[O:1])[N:8]([CH2:9][CH2:10][CH:11]([CH3:13])[CH3:12])[C:7]2[CH:14]=[CH:15][CH:16]=[CH:17][C:6]=2[N:5]([C:18]2[CH:23]=[CH:22][CH:21]=[CH:20][C:19]=2[F:24])[C:4]1=[O:25]. Procedure details: A solution of the intermediate 2 (5.8 g) in glacial acetic acid (50 ml) was added, dropwise, to a suspension of zinc dust (6.37 g) in glacial acetic acid (20 ml) cooled to 0°. The mixture was stirred at 23° for 3 h, then diluted with water (200 ml) and decanted from zinc. Solid sodium carbonate was added until pH=9 and the mixture extracted with ethyl acetate (2×300 ml). The combined organic extracts were washed with brine (300 ml), dried and concentrated in vacuo to an oil which was purified by... Reaction SMILES: [O:1]1[CH:5]=[CH:4][CH:3]=[CH:2]1.C([Li])(CC)C.B(OC)(OC)OC.C(=O)([O-])[O-].[Na+].[Na+].Br[C:25]1[CH:26]=[C:27]([O:31][CH2:32][C@@H:33]2[CH2:37][CH2:36][CH2:35][N:34]2[CH3:38])[CH:28]=[N:29][CH:30]=1.C(=O)(O)[O-].[Na+]>C1COCC1.O.C1C=CC=CC=1>[O:1]1[CH:5]=[CH:4][CH:3]=[C:2]1[C:25]1[CH:26]=[C:27]([O:31][CH2:32][C@@H:33]2[CH2:37][CH2:36][CH2:35][N:34]2[CH3:38])[CH:28]=[N:29][CH:30]=1 |f:3.4.5,7.8|. Run in C1CCOC1 (THF), C1=CC=CC=C1 (benzene), O (Water). Reactants: O1C=CC=C1 (furan), C(C)(CC)[Li] (sec-butyllithium), C([O-])([O-])=O.[Na+].[Na+] (sodium carbonate), tetraids(triphenylphosphine)palladium(0), BrC=1C=C(C=NC1)OC[C@H]1N(CCC1)C (5-bromo-3-(1- methyl-2-(S)-pyrrolidinylmethoxy)pyridine), C([O-])(O)=O.[Na+] (sodium bicarbonate), B(OC)(OC)OC (trimethyl borate). Conditions: temperature -78 celsius, time 1 hour. Yields the product O1C(=CC=C1)C=1C=C(C=NC1)OC[C@H]1N(CCC1)C (5-(2-Furanyl)-3-(1-methyl-2-(S)-pyrrolidinylmethoxy)pyridine). Yield: 98.3%. Procedure details: To a solution of furan (1.45 mL, 20.0 mmol) in THF (30.0 mL) was added sec-butyllithium (1.3M, 7.69 mL, 10.0 mmol) at -78° C. After half an hour at this temperature, trimethyl borate (2.27 mL, 20.0 mmol) was added. The reaction mixture was stirred at -78° C. for one hour and slowly warmed up to room temperature. Solvent was removed, and benzene (10.0 mL), sodium carbonate (2.0M, 5.0 mL), tetraids(triphenylphosphine)palladium(0) (175 mg) and 5-bromo-3-(1- methyl-2-(S)-pyrrolidinylmethoxy)pyridine... Reactants: CS(=O)(=O)O, CCO, COc1c(N2CC3(N)CCC4CC43C2)c(F)cc2c(=O)c(C(=O)O)cn(C3CC3F)c12, O. The product is CS(=O)(=O)O, COc1c(N2CC3(N)CCC4CC43C2)c(F)cc2c(=O)c(C(=O)O)cn(C3CC3F)c12. As a reaction SMILES: [CH3:32][S:33]([OH:34])(=[O:35])=[O:36].[CH3:38][CH2:39][OH:40].[NH2:1][C:2]12[CH2:3][CH2:4][CH:5]3[CH2:6][C:7]13[CH2:8][N:9]([c:11]1[c:12]([F:31])[cH:13][c:14]3[c:15](=[O:30])[c:16]([C:27](=[O:28])[OH:29])[cH:17][n:18]([CH:23]4[CH:24]([F:26])[CH2:25]4)[c:19]3[c:20]1[O:21][CH3:22])[CH2:10]2.[OH2:37]>>[CH3:32][S:33](=[O:34])(=[O:35])[OH:36].[NH2:1][C:2]12[CH2:3][CH2:4][CH:5]3[CH2:6][C:7]13[CH2:8][N:9]([c:11]1[c:12]([F:31])[cH:13][c:14]3[c:15](=[O:30])[c:16]([C:27](=[O:28])[OH:29])[cH:17][n:18]([CH:23]4[CH:24]([F:26])[CH2:25]4)[c:19]3[c:20]1[O:21][CH3:22])[CH2:10]2.